describe an organic reaction: reactants, conditions, products, and yield From a dataset of the Open Reaction Database (ORD), a public repository of structured organic reaction records. Reactants: Cl (HCl), FC1=CC(=C(C#N)C=C1)SC (4-Fluoro-2-(methylthio)benzonitrile), BH3—(CH3)2S, CO (MeOH), O (H2O). Run in C1CCOC1 (THF). Run at temperature 60 celsius. Product: FC1=CC(=C(CN)C=C1)SC (4-Fluoro-2-methylsulfanyl-benzylamine). Yield: 7.6%. Reaction SMILES: [F:1][C:2]1[CH:9]=[CH:8][C:5]([C:6]#[N:7])=[C:4]([S:10][CH3:11])[CH:3]=1.CO.Cl.O>C1COCC1>[F:1][C:2]1[CH:9]=[CH:8][C:5]([CH2:6][NH2:7])=[C:4]([S:10][CH3:11])[CH:3]=1. Procedure: 4-Fluoro-2-(methylthio)benzonitrile (prepared as in Anthony, N. J. et al. PCT Appl. WO 02/30931, 2002) (1.67 g, 0.1 mol) was dissolved in 20 mL THF (under N2) and treated with 10 mL 2M BH3—(CH3)2S. This was heated at 60° C. for 2 hrs. Heating was discontinued and 5 mL MeOH was cautiously added, followed by the cautious addition of 4 mL 6N HCl. Then 20 mL more H2O added and EtOAc and the layers were separated. The aqueous layer was made basic with 1N NaOH and extracted with CH2Cl2. The extracts w... The reactants are C(C)(C)(C)C1=CC(=C(C=C1)S(=O)(=O)NC1=C(SC=C1)C(=O)OC)I (Methyl 3-(4-tert-butyl-2-iodophenylsulfonamido)thiophene-2-carboxylate), C1(=CC=CC=C1)O (phenol), C(C=1C(O)=CC=CC1)=NO (salicylaldoxime), C([O-])([O-])=O.[Cs+].[Cs+] (cesium carbonate). Reagents/catalysts: [Cu-]=O (copper(I) oxide). Run in C(C)#N (acetonitrile), C(C)(=O)OCC (ethyl acetate). Run at temperature 85 celsius. Product: C(C)(C)(C)C1=CC(=C(C=C1)S(=O)(=O)NC1=C(SC=C1)C(=O)OC)OC1=CC=CC=C1 (Methyl 3-(4-tert-butyl-2-phenoxyphenylsulfonamido)thiophene-2-carboxylate). Isolated yield 41.4%. Reaction SMILES: [C:1]([C:5]1[CH:10]=[CH:9][C:8]([S:11]([NH:14][C:15]2[CH:19]=[CH:18][S:17][C:16]=2[C:20]([O:22][CH3:23])=[O:21])(=[O:13])=[O:12])=[C:7](I)[CH:6]=1)([CH3:4])([CH3:3])[CH3:2].[C:25]1([OH:31])[CH:30]=[CH:29][CH:28]=[CH:27][CH:26]=1.C(=NO)C1C(=CC=CC=1)O.C(=O)([O-])[O-].[Cs+].[Cs+]>C(OCC)(=O)C.[Cu-]=O.C(#N)C>[C:1]([C:5]1[CH:10]=[CH:9][C:8]([S:11]([NH:14][C:15]2[CH:19]=[CH:18][S:17][C:16]=2[C:20]([O:22][CH3:23])=[O:21])(=[O:13])=[O:12])=[C:7]([O:31][C:25]2[CH:30]=[CH:29][CH:28]=[CH:27][CH:26]=2)[CH:6]=1)([CH3:4])([CH3:3])[CH3:2] |f:3.4.5|. Reported procedure: A mixture of 102 (800 mg; 1.66 mmol), phenol (103 mg; 1.09 mmol), salicylaldoxime (45.5 mg; 0.33 mmol), copper(I) oxide (11.8 mg; 0.083 mmol), cesium carbonate (811.3 mg; 2.49 mmol), powdered molecular sieves (300 mg; 3A°) and anhydrous acetonitrile (15 mL) was heated at 85° C. for 16 hours. The reaction mixture was allowed to cool to room temperature and then was diluted with ethyl acetate (20 mL), filtered through a pad of celite and concentrated under reduced pressure. The resulting green res... Reaction SMILES: [Si:1]([O:8][C:9]1[CH:10]=[C:11](/[C:15](/[CH2:22][CH3:23])=[CH:16]/[C:17](OCC)=[O:18])[CH:12]=[CH:13][CH:14]=1)([C:4]([CH3:7])([CH3:6])[CH3:5])([CH3:3])[CH3:2].[H-].[Al+3].[Li+].[H-].[H-].[H-]>>[Si:1]([O:8][C:9]1[CH:10]=[C:11](/[C:15](/[CH2:22][CH3:23])=[CH:16]/[CH2:17][OH:18])[CH:12]=[CH:13][CH:14]=1)([C:4]([CH3:7])([CH3:6])[CH3:5])([CH3:2])[CH3:3] |f:1.2.3.4.5.6|. Reported procedure: In a manner analogous to example 1e, by reaction of 7.6 g (23 mmol) of ethyl (E)-3-[3-(tert-butyldimethylsilanyloxy)phenyl]pent-2-enoate with 1.05 g (25 mmol) of lithium aluminum hydride. A colorless oil is obtained (m=6.7 g; Y=100%). The reactants are [Si](C)(C)(C(C)(C)C)OC=1C=C(C=CC1)/C(=C/C(=O)OCC)/CC (ethyl (E)-3-[3-(tert-butyldimethylsilanyloxy)phenyl]pent-2-enoate), [H-].[Al+3].[Li+].[H-].[H-].[H-] (lithium aluminum hydride). Product: [Si](C)(C)(C(C)(C)C)OC=1C=C(C=CC1)/C(=C/CO)/CC ((E)-3-[3-(tert-Butyldimethylsilanyloxy)phenyl]pent-2-en-1-ol). Starting materials: BrC=1C(=NC=C(C1)[N+](=O)[O-])C#N (3-Bromo-2-cyano-5-nitropyridine). The reagents and catalysts are [Fe] (iron). Run in CCOCC (ether). The product is NC=1C=C(C(=NC1)C#N)Br (5-Amino-3-bromo-2-cyanopyridine). Reaction SMILES: [Br:1][C:2]1[C:3]([C:11]#[N:12])=[N:4][CH:5]=[C:6]([N+:8]([O-])=O)[CH:7]=1>[Fe].CCOCC>[NH2:8][C:6]1[CH:7]=[C:2]([Br:1])[C:3]([C:11]#[N:12])=[N:4][CH:5]=1. Reported procedure: 3-Bromo-2-cyano-5-nitropyridine (0.4g, 1.75 mmol) and iron powder (0.51g, 8.8 mmol, 325 Mesh) were reacted as described in example 762D. The crude solid obtained by trituration with ether was purified by SiO2 Prep-TLC using 4:1 CH2Cl2/ether as eluent to give compound 769A (0.16 g, (65%) as an off-white solid. HPLC: 100% at 1.77 min(YMC S5 ODS column) eluting with 10–90% aqueous methanol containing 0.2% phosphoric acid over a 4 min gradient monitoring at 220 nm. MS (ES): m/z 197.93 [M+H]+. Starting materials: O=O (oxygene), C1=CC=CC=2C3=CC=CC=C3CC12 (fluorene), C(C)(=O)ON1C(N(C(N(C1=O)OC(C)=O)=O)OC(C)=O)=O (1,3,5-triacetoxy-hexahydro-1,3,5-triazine-2,4,6-trione), C(C)(=O)O (acetic acid). Reagents/catalysts: C(C)(=O)[O-].[Mn+2].C(C)(=O)[O-] (manganese (II) acetate), C(C)(=O)[O-].[Co+2].C(C)(=O)[O-] (cobalt(II) acetate). The solvent is O (H2O). Product: C1(C=CC=C2C3=CC=CC=C3C=C12)=O (fluorenon), C1=CC=CC=2C3=CC=CC=C3CC12 (fluorene). As a reaction SMILES: [CH:1]1[C:13]2[CH2:12][C:11]3[C:6](=[CH:7][CH:8]=[CH:9][CH:10]=3)[C:5]=2[CH:4]=[CH:3][CH:2]=1.C(ON1C(=O)N(OC(=O)C)C(=O)N(OC(=O)C)C1=O)(=[O:16])C.C(O)(=O)C.O=O>C([O-])(=O)C.[Co+2].C([O-])(=O)C.C([O-])(=O)C.[Mn+2].C([O-])(=O)C.O>[C:1]1(=[O:16])[C:13]2[C:5]([C:6]3[C:11]([CH:12]=2)=[CH:10][CH:9]=[CH:8][CH:7]=3)=[CH:4][CH:3]=[CH:2]1.[CH:1]1[C:13]2[CH2:12][C:11]3[C:6](=[CH:7][CH:8]=[CH:9][CH:10]=3)[C:5]=2[CH:4]=[CH:3][CH:2]=1 |f:4.5.6,7.8.9|. Procedure details: A mixture of 1.00 g of fluorene, 0.055 g of 1,3,5-triacetoxy-hexahydro-1,3,5-triazine-2,4,6-trione (3% by mole relative to fluorene), 9.0 g of acetic acid, 0.008 g of cobalt(II) acetate.4 H2O and 0.007 g of manganese (II) acetate .4 H2O was stirred at 120° C. in an atmosphere of oxygene gas (1 atm=0.1 MPa) for 6 hours. The resulting product in the reaction mixture was analyzed by gas chromatography and was found to yield fluorenon in 93% yield at 99% conversion of fluorene. Starting materials: CCc1cc(C(C)=O)c(O)cc1OCCCCC#N, CC(=O)O. Yields the product CCc1cc(C(C)=O)c(O)cc1OCCCCCN. RXN SMILES: [C:1]([CH3:2])(=[O:3])[c:4]1[cH:5][c:6]([CH2:18][CH3:19])[c:7]([O:8][CH2:9][CH2:10][CH2:11][CH2:12][C:13]#[N:14])[cH:15][c:16]1[OH:17].[CH3:20][C:21](=[O:22])[OH:23]>>[C:1]([CH3:2])(=[O:3])[c:4]1[cH:5][c:6]([CH2:18][CH3:19])[c:7]([O:8][CH2:9][CH2:10][CH2:11][CH2:12][CH2:13][NH2:14])[cH:15][c:16]1[OH:17].